Dataset: the Open Reaction Database (ORD), a public repository of structured organic reaction records. Task: describe an organic reaction: reactants, conditions, products, and yield Reactants: O=C1CCC(=O)N1Br, Cc1c(Br)cc(Br)nc1-c1ccc(F)cc1Cl, O=C(OOC(=O)c1ccccc1)c1ccccc1, ClCCCl. As a reaction SMILES: [Br:18][N:19]1[C:20](=[O:21])[CH2:22][CH2:23][C:24]1=[O:25].[Br:1][c:2]1[c:3]([CH3:17])[c:4](-[c:9]2[c:10]([Cl:16])[cH:11][c:12]([F:15])[cH:13][cH:14]2)[n:5][c:6]([Br:8])[cH:7]1.[C:26]([O:27][O:28][C:29](=[O:30])[c:31]1[cH:32][cH:33][cH:34][cH:35][cH:36]1)(=[O:37])[c:38]1[cH:39][cH:40][cH:41][cH:42][cH:43]1.[Cl:44][CH2:45][CH2:46][Cl:47]>>[Br:1][c:2]1[c:3]([CH2:17][Br:18])[c:4](-[c:9]2[c:10]([Cl:16])[cH:11][c:12]([F:15])[cH:13][cH:14]2)[n:5][c:6]([Br:8])[cH:7]1. Yields the product Fc1ccc(-c2nc(Br)cc(Br)c2CBr)c(Cl)c1. The reactants are FC1=CC=C(C=C1)C(=CCC(=O)N1CCC2(C=CC3=CC=CC=C23)CC1)C1=CC=C(C=C1)F (1-[4,4-bis(4-fluorophenyl)but-3-enoyl]-spiro[piperidine-4,1′-indene]), [H][H] (hydrogen). The reagents and catalysts are [Pd] (palladium/Charcoal). Solvent: CO (methanol). Run at time 6 hour. The product is FC1=CC=C(C=C1)C(CCC(=O)N1CCC2(CCC3=CC=CC=C23)CC1)C1=CC=C(C=C1)F (1-[4,4-bis(4-fluorophenyl)butanoyl]-spiro[piperidine-4,1′-indane]). Isolated yield 99.3%. RXN SMILES: [F:1][C:2]1[CH:7]=[CH:6][C:5]([C:8]([C:27]2[CH:32]=[CH:31][C:30]([F:33])=[CH:29][CH:28]=2)=[CH:9][CH2:10][C:11]([N:13]2[CH2:26][CH2:25][C:16]3([C:24]4[C:19](=[CH:20][CH:21]=[CH:22][CH:23]=4)[CH:18]=[CH:17]3)[CH2:15][CH2:14]2)=[O:12])=[CH:4][CH:3]=1.[H][H]>CO.[Pd]>[F:1][C:2]1[CH:3]=[CH:4][C:5]([CH:8]([C:27]2[CH:28]=[CH:29][C:30]([F:33])=[CH:31][CH:32]=2)[CH2:9][CH2:10][C:11]([N:13]2[CH2:26][CH2:25][C:16]3([C:24]4[C:19](=[CH:20][CH:21]=[CH:22][CH:23]=4)[CH2:18][CH2:17]3)[CH2:15][CH2:14]2)=[O:12])=[CH:6][CH:7]=1. Procedure details: 0.50 g (1.13 mmol) of 1-[4,4-bis(4-fluorophenyl)but-3-enoyl]-spiro[piperidine-4,1′-indene] (33) was dissolved in 20 mL of methanol under nitrogen atmosphere and then 200 mg of palladium/Charcoal (5%, Aldrich) was added. The nitrogen atmosphere was replaced with hydrogen gas. The resulting mixture was stirred at room temperature for 6 hours and filtered through a pad of celite. The methanol solution (200 mL) was concentrated and the resulting residue purified by column chromatography using a grad... The reactants are C(C)(=O)[O-].[Na+] (sodium acetate), ClCC(=O)N(C)C (2-chloro-N,N-dimethylacetamide). The solvent is C1(=CC=CC=C1)C (toluene). The product is C(C)(=O)OCC(=O)N(C)C (2-(ACETYLOXY)-N,N-DIMETHYLACETAMIDE). Reaction SMILES: [C:1]([O-:4])(=[O:3])[CH3:2].[Na+].Cl[CH2:7][C:8]([N:10]([CH3:12])[CH3:11])=[O:9]>C1(C)C=CC=CC=1>[C:1]([O:4][CH2:7][C:8]([N:10]([CH3:12])[CH3:11])=[O:9])(=[O:3])[CH3:2] |f:0.1|. Procedure details: A suspension of anhydrous sodium acetate (16.4 g, 0.2 mole) and 2-chloro-N,N-dimethylacetamide (24.3 g, 0.2 mole) in toluene (70 ml) was refluxed for 4 h. After cooling to room temperature the mixture was filtered and the filtrate washed with water (2×10 ml), dried and evaporated in vacuo. The solid residue obtained was recrystallized from ether yielding 22.0 g (76%). Mp 52°-53° C. Starting materials: ClC(Cl)Cl, O=S(=O)(O)Cl, c1ccc(-c2cnco2)cc1. The product is O=S(=O)(Cl)c1ccccc1-c1cnco1. As a reaction SMILES: [CH:17]([Cl:18])([Cl:19])[Cl:20].[Cl:12][S:13](=[O:14])(=[O:15])[OH:16].[c:1]1(-[c:7]2[cH:8][n:9][cH:10][o:11]2)[cH:2][cH:3][cH:4][cH:5][cH:6]1>>[c:1]1(-[c:7]2[cH:8][n:9][cH:10][o:11]2)[cH:2][cH:3][cH:4][cH:5][c:6]1[S:13]([Cl:12])(=[O:14])=[O:15]. Reactants: [N+](=O)([O-])C1=C(C=CC=C1)N=NC1=C(C(=CC(=C1)C(C)(C)C)C(C)(C)C)O (2-nitro-2'-hydroxy-3',5'-di-tert-butylazobenzene), [H][H] (hydrogen), CO (methanol), [OH-].[Na+] (sodium hydroxide). The reagents and catalysts are [Ni] (Raney nickel). The solvent is P(=O)(OCCCC)(OCCCC)OCCCC (tributyl phosphate). Product: OC1=C(C=C(C=C1C(C)(C)C)C(C)(C)C)N1N=C2C(=N1)C=CC=C2 (2-(2-Hydroxy-3,5-di-tert-butylphenyl)-2H-benzotriazole). The yield is 85.8%. RXN SMILES: [N+:1]([C:4]1[CH:9]=[CH:8][CH:7]=[CH:6][C:5]=1[N:10]=[N:11][C:12]1[CH:17]=[C:16]([C:18]([CH3:21])([CH3:20])[CH3:19])[CH:15]=[C:14]([C:22]([CH3:25])([CH3:24])[CH3:23])[C:13]=1[OH:26])([O-])=O.CO.[OH-].[Na+].[H][H]>P(OCCCC)(OCCCC)(OCCCC)=O.[Ni]>[OH:26][C:13]1[C:14]([C:22]([CH3:25])([CH3:24])[CH3:23])=[CH:15][C:16]([C:18]([CH3:21])([CH3:20])[CH3:19])=[CH:17][C:12]=1[N:11]1[N:10]=[C:5]2[CH:6]=[CH:7][CH:8]=[CH:9][C:4]2=[N:1]1 |f:2.3|. Procedure: Using the general procedure 6, 35.5 grams of 2-nitro-2'-hydroxy-3',5'-di-tert-butylazobenzene was suspended in 100 grams of tributyl phosphate, 50 grams of methanol and 4 grams of sodium hydroxide. To the suspension was then added 8 grams of Raney nickel catalyst and hydrogenation was carried out under 1 atmosphere of hydrogen at 45° C. for 7 hours. The catalyst was separated by filtration at 80° C. The above named product was obtained in the usual manner in a yield of 85.8%.